From a dataset of the Open Reaction Database (ORD), a public repository of structured organic reaction records. describe an organic reaction: reactants, conditions, products, and yield Starting materials: ClC1=C2C(=C(N=N1)Cl)C=NC(=C2)C2=CC=CC=C2 (1,4-dichloro-7-phenyl-pyrido[3,4-d]pyridazine), [SH-].[K+] (potassium hydrosulfide), [OH-].[K+] (potassium hydroxide), S (hydrogen sulfide). The solvent is CO (methanol), C(C)(=O)O (acetic acid). Run at time 3 hour. Product: [SH-].[K+] (Potassium hydrosulfide), SC1=C2C(=C(N=N1)S)C=NC(=C2)C2=CC=CC=C2 (1,4-dimercapto-7-phenyl-pyrido[3,4-d]pyridazine). As a reaction SMILES: [OH-].[K+:2].[SH2:3].Cl[C:5]1[N:10]=[N:9][C:8](Cl)=[C:7]2[CH:12]=[N:13][C:14]([C:16]3[CH:21]=[CH:20][CH:19]=[CH:18][CH:17]=3)=[CH:15][C:6]=12.[SH-:22].[K+]>C(O)(=O)C.CO>[SH-:3].[K+:2].[SH:3][C:5]1[N:10]=[N:9][C:8]([SH:22])=[C:7]2[CH:12]=[N:13][C:14]([C:16]3[CH:21]=[CH:20][CH:19]=[CH:18][CH:17]=3)=[CH:15][C:6]=12 |f:0.1,4.5,8.9|. Procedure: Potassium hydrosulfide methanolic solution is prepared by reacting 7 parts by weight of potassium hydroxide, 150 parts by volume of methanol and hydrogen sulfide gas in accordance with the known method. 4.2 parts by weight of 1,4-dichloro-7-phenyl-pyrido[3,4-d]pyridazine is added to the potassium hydrosulfide solution, and the resulting mixture is stirred at room temperature for three hours. Methanol is evaporated under reduced pressure, and the residue is added to 50 parts by volume of water to... The reactants are CC(=O)c1ccc2c(c1)CCC(C)(C)O2, [O-]Cl, ClC(Cl)(Cl)Cl, [Na+], [Na+], [Na+], [Na+], C1COCCO1, [OH-], O=S([O-])[O-], O=S(=O)(O)O. Product: CC1(C)CCc2cc(C(=O)O)ccc2O1. RXN SMILES: [C:1]([CH3:2])(=[O:3])[c:4]1[cH:5][c:6]2[c:11]([cH:12][cH:13]1)[O:10][C:9]([CH3:14])([CH3:15])[CH2:8][CH2:7]2.[Cl:18][O-:19].[Cl:38][C:39]([Cl:40])([Cl:41])[Cl:42].[Na+:17].[Na+:20].[Na+:25].[Na+:26].[O:32]1[CH2:33][CH2:34][O:35][CH2:36][CH2:37]1.[OH-:16].[S:21](=[O:22])([O-:23])[O-:24].[S:27](=[O:28])(=[O:29])([OH:30])[OH:31]>>[C:1]([OH:3])([c:4]1[cH:5][c:6]2[c:11]([cH:12][cH:13]1)[O:10][C:9]([CH3:14])([CH3:15])[CH2:8][CH2:7]2)=[O:22]. Procedure details: 4-{(R)-1-[4-((1S,2S)-2-Ethoxycarbonyl-cyclopropyl)-phenoxy]-7-fluoro-indan-4-yloxy}-benzoic acid (Intermediate 23, 100 mg, 0.21 mmol), methylamine hydrochloride (16 mg, 0.23 mmol), N,N-diisopropylethylamine (0.11 mL, 0.63 mmol) and 0-(benzotriazol-1-yl)-N,N,N′,N′-tetramethyluronium tetrafluoroborate (TBTU, 74 mg, 0.23 mmol) are combined in dry tetrahydrofuran (7 mL) and stirred overnight. The mixture is concentrated under vacuum, diluted with ethyl acetate, washed with 1 M aqueous HCl solution, ... Solvent: O1CCCC1 (tetrahydrofuran). Product: C(C)OC(=O)[C@@H]1[C@H](C1)C1=CC=C(C=C1)O[C@@H]1CCC2=C(C=CC(=C12)F)OC1=CC=C(C=C1)C(NC)=O ((1S,2S)-2-(4-{(R)-4-[4-(Methyl-carbamoyl)-phenoxy]-7-fluoro-indan-1-yloxy}-phenyl)-cyclopropanecarboxylic acid ethyl ester). Yield: 95.3%. Reactants: C(C)OC(=O)[C@@H]1[C@H](C1)C1=CC=C(O[C@@H]2CCC3=C(C=CC(=C23)F)OC2=CC=C(C(=O)O)C=C2)C=C1 (4-{(R)-1-[4-((1S,2S)-2-Ethoxycarbonyl-cyclopropyl)-phenoxy]-7-fluoro-indan-4-yloxy}-benzoic acid), C(C)(C)N(C(C)C)CC (N,N-diisopropylethylamine), [B-](F)(F)(F)F.CN(C)C(=[N+](C)C)ON1C2=CC=CC=C2N=N1 (0-(benzotriazol-1-yl)-N,N,N′,N′-tetramethyluronium tetrafluoroborate), C(C)OC(=O)[C@@H]1[C@H](C1)C1=CC=C(O[C@@H]2CCC3=C(C=CC(=C23)F)OC2=CC=C(C(=O)O)C=C2)C=C1 (4-{(R)-1-[4-((1S,2S)-2-Ethoxycarbonyl-cyclopropyl)-phenoxy]-7-fluoro-indan-4-yloxy}-benzoic acid), Cl.CN (methylamine hydrochloride). Conditions: time 8 hour. RXN SMILES: [CH2:1]([O:3][C:4]([C@H:6]1[CH2:8][C@@H:7]1[C:9]1[CH:35]=[CH:34][C:12]([O:13][C@H:14]2[C:22]3[C:17](=[C:18]([O:24][C:25]4[CH:33]=[CH:32][C:28]([C:29](O)=[O:30])=[CH:27][CH:26]=4)[CH:19]=[CH:20][C:21]=3[F:23])[CH2:16][CH2:15]2)=[CH:11][CH:10]=1)=[O:5])[CH3:2].Cl.CN.[CH:39]([N:42](CC)C(C)C)(C)C.[B-](F)(F)(F)F.CN(C(ON1N=NC2C1=CC=CC=2)=[N+](C)C)C>O1CCCC1>[CH2:1]([O:3][C:4]([C@H:6]1[CH2:8][C@@H:7]1[C:9]1[CH:35]=[CH:34][C:12]([O:13][C@H:14]2[C:22]3[C:17](=[C:18]([O:24][C:25]4[CH:33]=[CH:32][C:28]([C:29](=[O:30])[NH:42][CH3:39])=[CH:27][CH:26]=4)[CH:19]=[CH:20][C:21]=3[F:23])[CH2:16][CH2:15]2)=[CH:11][CH:10]=1)=[O:5])[CH3:2] |f:1.2,4.5|. Starting materials: Cc1ccccc1, CC(O)c1cc2cccc(F)c2nc1Cl. Yields the product CC(=O)c1cc2cccc(F)c2nc1Cl. As a reaction SMILES: [CH3:16][c:17]1[cH:18][cH:19][cH:20][cH:21][cH:22]1.[Cl:1][c:2]1[n:3][c:4]2[c:5]([F:15])[cH:6][cH:7][cH:8][c:9]2[cH:10][c:11]1[CH:12]([CH3:13])[OH:14]>>[Cl:1][c:2]1[n:3][c:4]2[c:5]([F:15])[cH:6][cH:7][cH:8][c:9]2[cH:10][c:11]1[C:12]([CH3:13])=[O:14]. Reactants: NC(=O)c1ccc(Br)cn1, Cc1nn(C(C)C)cc1-n1c(=O)n(C)c2cnc3ccc(B4OC(C)(C)C(C)(C)O4)cc3c21, O=C(O)C(F)(F)F, [K+], [K+], O=C([O-])[O-], CN(C)C=O, Cl[Pd]Cl, c1ccc(P(c2ccccc2)c2ccccc2)cc1, c1ccc(P(c2ccccc2)c2ccccc2)cc1. Product: Cc1nn(C(C)C)cc1-n1c(=O)n(C)c2cnc3ccc(-c4ccc(C(N)=O)nc4)cc3c21. RXN SMILES: [Br:34][c:35]1[cH:36][cH:37][c:38]([C:41](=[O:42])[NH2:43])[n:39][cH:40]1.[CH:1]([CH3:2])([CH3:3])[n:4]1[n:5][c:6]([CH3:33])[c:7](-[n:9]2[c:10](=[O:32])[n:11]([CH3:31])[c:12]3[cH:13][n:14][c:15]4[cH:16][cH:17][c:18]([B:22]5[O:23][C:24]([CH3:25])([CH3:26])[C:27]([CH3:28])([CH3:29])[O:30]5)[cH:19][c:20]4[c:21]23)[cH:8]1.[F:55][C:56]([F:57])([F:58])[C:59]([OH:60])=[O:61].[K+:49].[K+:50].[O-:51][C:52]([O-:53])=[O:54].[O:44]=[CH:45][N:46]([CH3:47])[CH3:48].[Pd:62]([Cl:63])[Cl:64].[c:65]1([P:66]([c:67]2[cH:68][cH:69][cH:70][cH:71][cH:72]2)[c:73]2[cH:74][cH:75][cH:76][cH:77][cH:78]2)[cH:79][cH:80][cH:81][cH:82][cH:83]1.[c:84]1([P:85]([c:86]2[cH:87][cH:88][cH:89][cH:90][cH:91]2)[c:92]2[cH:93][cH:94][cH:95][cH:96][cH:97]2)[cH:98][cH:99][cH:100][cH:101][cH:102]1>>[CH:1]([CH3:2])([CH3:3])[n:4]1[n:5][c:6]([CH3:33])[c:7](-[n:9]2[c:10](=[O:32])[n:11]([CH3:31])[c:12]3[cH:13][n:14][c:15]4[cH:16][cH:17][c:18](-[c:35]5[cH:36][cH:37][c:38]([C:41](=[O:42])[NH2:43])[n:39][cH:40]5)[cH:19][c:20]4[c:21]23)[cH:8]1. Starting materials: COC(C1=C(C(=C(C(=C1)N)N)F)F)=O (4,5-diamino-2,3-difluorobenzoic acid methyl ester), ClC1=C(C=O)C(=CC=C1)Cl (2,6-dichlorobenzaldehyde), C(F)(F)(F)S(=O)(=O)[O-].C(F)(F)(F)S(=O)(=O)[O-].C(F)(F)(F)S(=O)(=O)[O-].[Yb+3] (Yb(OTf)3). Solvent: CS(=O)C (DMSO). Reaction conditions: time 8 hour. Product: COC(=O)C1=CC2=C(N=C(N2)C2=C(C=CC=C2Cl)Cl)C(=C1F)F (2-(2,6-dichlorophenyl)-6,7-difluoro-3H-benzoimidazole-5-carboxylic acid methyl ester). As a reaction SMILES: [CH3:1][O:2][C:3](=[O:14])[C:4]1[CH:9]=[C:8]([NH2:10])[C:7]([NH2:11])=[C:6]([F:12])[C:5]=1[F:13].[Cl:15][C:16]1[CH:23]=[CH:22][CH:21]=[C:20]([Cl:24])[C:17]=1[CH:18]=O.C(S([O-])(=O)=O)(F)(F)F.C(S([O-])(=O)=O)(F)(F)F.C(S([O-])(=O)=O)(F)(F)F.[Yb+3]>CS(C)=O>[CH3:1][O:2][C:3]([C:4]1[C:5]([F:13])=[C:6]([F:12])[C:7]2[N:11]=[C:18]([C:17]3[C:16]([Cl:15])=[CH:23][CH:22]=[CH:21][C:20]=3[Cl:24])[NH:10][C:8]=2[CH:9]=1)=[O:14] |f:2.3.4.5|. Reported procedure: To a stirred solution of 4,5-diamino-2,3-difluorobenzoic acid methyl ester (404 mg, 2.0 mmol) and 2,6-dichlorobenzaldehyde in DMSO (15 mL) was added Yb(OTf)3 (248 mg, 20%) and the solution was stirred at ambient temperature overnight. The reaction was quenched with water and the aqueous layer was extracted with EtOAc. The organic layer was washed with water, brine, dried with MgSO4, and filtered. The solvent was removed under reduced pressure to give 2-(2,6-dichlorophenyl)-6,7-difluoro-3H-benzoi... Reactants: C(C)(C)(C)OC(=O)N1CC(OCC1)CO (4-(tert-butoxycarbonyl)morpholin-2-ylmethanol), ClCC1=C(N=C(S1)C1=CC=C(C=C1)Cl)C (5-chloromethyl-2-(4-chlorophenyl)-4-methylthiazole). Yields the product C(C)(C)(C)OC(=O)N1CC(OCC1)COCC1=C(N=C(S1)C1=CC=C(C=C1)Cl)C (4-(tert-Butoxycarbonyl)-2-[[2-(4-chlorophenyl)-4-methylthiazol-5-yl]methoxymethyl]morpholine). Yield: 69.0%. As a reaction SMILES: [C:1]([O:5][C:6]([N:8]1[CH2:13][CH2:12][O:11][CH:10]([CH2:14][OH:15])[CH2:9]1)=[O:7])([CH3:4])([CH3:3])[CH3:2].Cl[CH2:17][C:18]1[S:22][C:21]([C:23]2[CH:28]=[CH:27][C:26]([Cl:29])=[CH:25][CH:24]=2)=[N:20][C:19]=1[CH3:30]>>[C:1]([O:5][C:6]([N:8]1[CH2:13][CH2:12][O:11][CH:10]([CH2:14][O:15][CH2:17][C:18]2[S:22][C:21]([C:23]3[CH:28]=[CH:27][C:26]([Cl:29])=[CH:25][CH:24]=3)=[N:20][C:19]=2[CH3:30])[CH2:9]1)=[O:7])([CH3:4])([CH3:3])[CH3:2]. Reported procedure: Using 4-(tert-butoxycarbonyl)morpholin-2-ylmethanol (217 mg, 1.00 mmol) and 5-chloromethyl-2-(4-chlorophenyl)-4-methylthiazole (258 mg, 1.00 mmol), the same procedure was followed as in Step 5a of Example 5 to give 303 mg (69%) of the desired compound as a yellow oil.